This data is from the Open Reaction Database (ORD), a public repository of structured organic reaction records. The task is: describe an organic reaction: reactants, conditions, products, and yield Reactants: C(C)(C)(C)C1=NN=C(S1)N=C=O (5-t-butyl-1,3,4-thiadiazol-2-yl isocyanate), diethyl acetate, C(C=C)NCC=O (2-allylaminoacetaldehyde), C1=CC=CC=C1 (benzene), C1=CC=CC=C1 (benzene). The solvent is C(C)OCC.CCCCC (diethyl ether pentane). Conditions: time 15 minute. Yields the product diethyl acetal, C(C=C)N(C(=O)NC=1SC(=NN1)C(C)(C)C)CC=O (2-[1-allyl-3-(5-t-butyl-1,3,4-thiadiazol-2-yl)ureido]acetaldehyde). As a reaction SMILES: [C:1]([C:5]1[S:9][C:8]([N:10]=[C:11]=[O:12])=[N:7][N:6]=1)([CH3:4])([CH3:3])[CH3:2].[CH2:13]([NH:16][CH2:17][CH:18]=[O:19])[CH:14]=[CH2:15].C1C=CC=CC=1>C(OCC)C.CCCCC>[CH2:13]([N:16]([CH2:17][CH:18]=[O:19])[C:11]([NH:10][C:8]1[S:9][C:5]([C:1]([CH3:4])([CH3:2])[CH3:3])=[N:6][N:7]=1)=[O:12])[CH:14]=[CH2:15] |f:3.4|. Procedure: A mixture of 5-t-butyl-1,3,4-thiadiazol-2-yl isocyanate dimer (8.7 grams), the diethyl acetate of 2-allylaminoacetaldehyde (8.0 grams) and benzene (30 ml) was charged into a glass reaction flask equipped with a mechanical stirrer and reflux condenser. The reaction mixture was heated with stirring for a period of about 15 minutes. After this time the reaction mixture was stripped of benzene to yield an oil. The oil was dissolved in a diethyl ether-pentane mixture and was filtered through diatomac... Reactants: C(C)(C)(C)OC(N(CC1C2=CC=C(C=C2C1)OCC(=O)NC)CCC(=O)N1CCC2=C(CC1)C=C(C(=C2)OC)OC)=O (tert-Butyl[3-(7,8-dimethoxy-1,2,4,5-tetrahydro-3H-3-benzazepin-3-yl)-3-oxopropyl]-({3-[2-(methylamino)2-oxoethoxy]bicyclo[4.2.0]octa-1,3,5-trien-7-yl}methyl)-carbamate), Cl (HCl). Solvent: C(C)O (ethanol). Run at time 1 day. Yields the product Cl.COC1=CC2=C(CCN(CC2)C(CCNCC2C3=CC=C(C=C3C2)OCC(=O)NC)=O)C=C1OC (2-{[7-({[3-(7,8-Dimethoxy-1,2,4,5-tetrahydro-3H-3-benzazepin-3-yl)-3-oxopropyl]-amino}methyl)bicyclo[4.2.0]octa-1,3,5-trien-3-yl]oxy}-N-methylacetamide hydrochloride). As a reaction SMILES: C(OC(=O)[N:7]([CH2:23][CH2:24][C:25]([N:27]1[CH2:33][CH2:32][C:31]2[CH:34]=[C:35]([O:40][CH3:41])[C:36]([O:38][CH3:39])=[CH:37][C:30]=2[CH2:29][CH2:28]1)=[O:26])[CH2:8][CH:9]1[CH2:16][C:15]2[C:10]1=[CH:11][CH:12]=[C:13]([O:17][CH2:18][C:19]([NH:21][CH3:22])=[O:20])[CH:14]=2)(C)(C)C.[ClH:43]>C(O)C>[ClH:43].[CH3:39][O:38][C:36]1[C:35]([O:40][CH3:41])=[CH:34][C:31]2[CH2:32][CH2:33][N:27]([C:25](=[O:26])[CH2:24][CH2:23][NH:7][CH2:8][CH:9]3[CH2:16][C:15]4[C:10]3=[CH:11][CH:12]=[C:13]([O:17][CH2:18][C:19]([NH:21][CH3:22])=[O:20])[CH:14]=4)[CH2:28][CH2:29][C:30]=2[CH:37]=1 |f:3.4|. Reported procedure: At ambient temperature, 2.63 g (4.5 mmol) of the compound obtained in Step B above are mixed into 120 mL of ethanol together with 25 mL of 3.7N ethanolic HCl. After stirring for 1 day at ambient temperature, the solid formed is filtered off, rinsed with ethanol and with ether and dried in vacuo to obtain the desired compound in the form of the hydrochloride. The reactants are CCOC(C)=O, CCCCCC, [Na+], [OH-], O=S(=O)(O)Cl, c1ccc(SSc2ccccn2)nc1, O=C(O)CCCSSc1ccccn1. Yields the product O=C(O)C(CCSSc1ccccn1)S(=O)(=O)O. Reaction SMILES: [CH3:36][CH2:37][O:38][C:39]([CH3:40])=[O:41].[CH3:42][CH2:43][CH2:44][CH2:45][CH2:46][CH3:47].[Na+:35].[OH-:34].[S:29]([OH:30])(=[O:31])(=[O:32])[Cl:33].[n:15]1[cH:16][cH:17][cH:18][cH:19][c:20]1[S:21][S:22][c:23]1[cH:24][cH:25][cH:26][cH:27][n:28]1.[n:1]1[c:2]([S:7][S:8][CH2:9][CH2:10][CH2:11][C:12](=[O:13])[OH:14])[cH:3][cH:4][cH:5][cH:6]1>>[n:1]1[c:2]([S:7][S:8][CH2:9][CH2:10][CH:11]([C:12](=[O:13])[OH:14])[S:29](=[O:30])(=[O:31])[OH:32])[cH:3][cH:4][cH:5][cH:6]1. Starting materials: CS(C)=O, COC(=O)C(C#N)c1cc(SC)ncn1, [Cl-], [Na+], O. Yields the product CSc1cc(CC#N)ncn1. As a reaction SMILES: [CH3:19][S:20]([CH3:21])=[O:22].[CH3:1][O:2][C:3]([CH:4]([c:5]1[n:6][cH:7][n:8][c:9]([S:11][CH3:12])[cH:10]1)[C:13]#[N:14])=[O:15].[Cl-:16].[Na+:17].[OH2:18]>>[CH2:4]([c:5]1[n:6][cH:7][n:8][c:9]([S:11][CH3:12])[cH:10]1)[C:13]#[N:14]. Run at time 15 minute. Yields the product CS(=O)(=O)C1=NC=C(C(=N1)C=1C=NC=CC1)C (2-Methanesulfonyl-5-methyl-4-pyridin-3-yl-pyrimidine). RXN SMILES: [CH3:1][C:2]1[C:3]([C:10]2[CH:11]=[N:12][CH:13]=[CH:14][CH:15]=2)=[N:4][C:5](SC)=[N:6][CH:7]=1.O[O:17][S:18]([O-:20])=O.[K+].[CH3:22]O>>[CH3:22][S:18]([C:5]1[N:4]=[C:3]([C:10]2[CH:11]=[N:12][CH:13]=[CH:14][CH:15]=2)[C:2]([CH3:1])=[CH:7][N:6]=1)(=[O:20])=[O:17] |f:1.2|. Reactants: CC=1C(=NC(=NC1)SC)C=1C=NC=CC1 (5-methyl-2-methylsulfanyl-4-pyridin-3-yl-pyrimidine), CO (MeOH), OOS(=O)[O-].[K+] (oxone). Isolated yield 88.0%. Procedure: A solution of 5-methyl-2-methylsulfanyl-4-pyridin-3-yl-pyrimidine (1.28 g, 5.90 mmol) in MeOH (45 ml) was cooled at 0° C. and then an aqueous solution of oxone (11 g, 17.95 mmol in 45 ml of water) was added dropwise. After 15 minutes, ice bath was removed and the stirring continue for 3 hours. The mixture was neutralized with solid NaHCO3 and the product was extracted with ethyl acetate. The organic phase was dried (Na2SO4) and evaporated to give 1.3 g of the title compound as a white powder (88... Yields the product BrCCCC1=C(C=C(C=C1)C=1SC2=C(N1)OCCC2)CCC (2[4-(3-bromopropyl)-3-propylphenyl]-6,7-dihydro-5H-pyrano{2,3-d]thiazole). Reported procedure: To a solution of 4-(6,7-dihydro-5H-pyrano[2,3-d][1,3]thiazol-2-yl)-2-propylphenol (560 mg, 2.02 mmol) (Example 505) in DMF (5 mL) were added Cs2CO3 (0.99 g, 3.03 mmol) and 1,3-dibromopropane (0.72 mL, 7.07 mmol). The reaction mixture was stirred at rt for 18 h. Water was added, and the aqueous phase was extracted with Et2O. The combined organic phases were dried (Na2SO4), filtered, and concentrated under reduced pressure. The residue was purified by silica gel flash chromatography (9:1 hexanes/E... Run in CN(C)C=O (DMF). As a reaction SMILES: [S:1]1[C:5]2[CH2:6][CH2:7][CH2:8][O:9][C:4]=2[N:3]=[C:2]1[C:10]1[CH:15]=[CH:14][C:13](O)=[C:12]([CH2:17][CH2:18][CH3:19])[CH:11]=1.C([O-])([O-])=O.[Cs+].[Cs+].[Br:26][CH2:27][CH2:28][CH2:29]Br.O>CN(C=O)C>[Br:26][CH2:27][CH2:28][CH2:29][C:13]1[CH:14]=[CH:15][C:10]([C:2]2[S:1][C:5]3[CH2:6][CH2:7][CH2:8][O:9][C:4]=3[N:3]=2)=[CH:11][C:12]=1[CH2:17][CH2:18][CH3:19] |f:1.2.3|. The reactants are S1C(=NC2=C1CCCO2)C2=CC(=C(C=C2)O)CCC (4-(6,7-dihydro-5H-pyrano[2,3-d][1,3]thiazol-2-yl)-2-propylphenol), C(=O)([O-])[O-].[Cs+].[Cs+] (Cs2CO3), BrCCCBr (1,3-dibromopropane), O (Water). Reaction conditions: time 18 hour. Reactants: ClC1=CC=C(C=C1)C(O)C=1C(=NC=CC1I)F ((4-chlorophenyl)(2-fluoro-4-iodopyridin-3-yl)methanol). Reagents/catalysts: [O-2].[O-2].[Mn+4] (manganese dioxide). Run in C(Cl)Cl (CH2Cl2). Run at temperature 45 celsius. Yields the product ClC1=CC=C(C=C1)C(=O)C=1C(=NC=CC1I)F ((4-Chlorophenyl)(2-fluoro-4-iodopyridin-3-yl)methanone). As a reaction SMILES: [Cl:1][C:2]1[CH:7]=[CH:6][C:5]([CH:8]([C:10]2[C:11]([F:17])=[N:12][CH:13]=[CH:14][C:15]=2[I:16])[OH:9])=[CH:4][CH:3]=1>C(Cl)Cl.[O-2].[O-2].[Mn+4]>[Cl:1][C:2]1[CH:3]=[CH:4][C:5]([C:8]([C:10]2[C:11]([F:17])=[N:12][CH:13]=[CH:14][C:15]=2[I:16])=[O:9])=[CH:6][CH:7]=1 |f:2.3.4|. Reported procedure: To a solution of (4-chlorophenyl)(2-fluoro-4-iodopyridin-3-yl)methanol (2.17 g, 5.98 mmol) in CH2Cl2 (100 mL) was added manganese dioxide (10.40 g, 120 mmol) at room temperature. The reaction was heated to 45° C. for 3 h before the heterogeneous mixture was filtered through a pad of silica gel. The cake was rinsed with EtOAc, and the filtrate was concentrated to dryness under vacuum. The residue was used in the next step without any additional purification. LC/MS m/z 362 [M+H]+.